Dataset: the Open Reaction Database (ORD), a public repository of structured organic reaction records. Task: describe an organic reaction: reactants, conditions, products, and yield The reactants are CC1NC(CC1)C (2,5-dimethylpyrrolidine), NC[C@H]1N(CCC1)CC ((S)-(−)-2-aminomethyl-1-ethylpyrrolidine), C(C)=O (acetaldehyde). Yields the product CC1N(C(CC1)C)CCNC (2-(2,5-dimethylpyrrolidin-1-yl)-N-methylethanamine). RXN SMILES: [CH3:1][CH:2]1[CH2:6][CH2:5][CH:4]([CH3:7])[NH:3]1.N[CH2:9][C@@H:10]1CC[CH2:12][N:11]1CC.C(=O)C>>[CH3:1][CH:2]1[CH2:6][CH2:5][CH:4]([CH3:7])[N:3]1[CH2:9][CH2:10][NH:11][CH3:12]. Procedure: By using 2,5-dimethylpyrrolidine (200 mg) as a starting material, the title compound (0.17 g) was obtained in the same manners as those of Reference Example 1, (1) and Reference Example 39, (2).